From a dataset of the Open Reaction Database (ORD), a public repository of structured organic reaction records. describe an organic reaction: reactants, conditions, products, and yield Starting materials: [Al+3], Cc1ccc(C(C)C)c(O)c1C(=O)O, [Cl-], [Cl-], [Cl-], O=S(=O)(Cl)c1ccc(Cl)cc1, Cl, O=[N+]([O-])c1ccccc1. Product: Cc1c(S(=O)(=O)c2ccc(Cl)cc2)cc(C(C)C)c(O)c1C(=O)O. Reaction SMILES: [Al+3:13].[CH:16]([CH3:17])([CH3:18])[c:19]1[c:20]([OH:29])[c:21]([C:22](=[O:23])[OH:24])[c:25]([CH3:28])[cH:26][cH:27]1.[Cl-:12].[Cl-:14].[Cl-:15].[Cl:1][c:2]1[cH:3][cH:4][c:5]([S:8](=[O:9])(=[O:10])[Cl:11])[cH:6][cH:7]1.[ClH:30].[O-:31][N+:32]([c:33]1[cH:34][cH:35][cH:36][cH:37][cH:38]1)=[O:39]>>[Cl:1][c:2]1[cH:3][cH:4][c:5]([S:8](=[O:9])(=[O:10])[c:26]2[c:25]([CH3:28])[c:21]([C:22](=[O:23])[OH:24])[c:20]([OH:29])[c:19]([CH:16]([CH3:17])[CH3:18])[cH:27]2)[cH:6][cH:7]1. Reactants: NC(=O)c1n[nH]c2c(=O)[nH]c3cc(Cl)ccc3c(=O)c12, O=P(Cl)(Cl)Cl. Product: N#Cc1n[nH]c2c(=O)[nH]c3cc(Cl)ccc3c(=O)c12. RXN SMILES: [Cl:1][c:2]1[cH:3][c:4]2[c:5]([c:6](=[O:18])[c:7]3[c:8]([c:9](=[O:11])[nH:10]2)[nH:12][n:13][c:14]3[C:15](=[O:16])[NH2:17])[cH:19][cH:20]1.[P:21]([Cl:22])([Cl:23])([Cl:24])=[O:25]>>[Cl:1][c:2]1[cH:3][c:4]2[c:5]([c:6](=[O:18])[c:7]3[c:8]([c:9](=[O:11])[nH:10]2)[nH:12][n:13][c:14]3[C:15]#[N:17])[cH:19][cH:20]1. Reactants: [N+](=O)([O-])C1=C2C=CC(=NC2=CC=C1)Cl (5-nitro-2-chloroquinoline), FC1=CC=C(C=C1)S(=O)(=O)Cl (4-fluorobenzenesulfonylchloride), CSC1=C(CN)C=CC=C1 (2-(methylthio)benzylamine). The product is FC1=CC=C(C=C1)S(=O)(=O)NC1=C2C=CC(=NC2=CC=C1)NCC1=C(C=CC=C1)SC (4-Fluoro-N-[2-(2-methylsulfanyl-benzylamino)-quinolin-5-yl]-benzenesulfonamide). Reaction SMILES: [N+:1]([C:4]1[CH:13]=[CH:12][CH:11]=[C:10]2[C:5]=1[CH:6]=[CH:7][C:8](Cl)=[N:9]2)([O-])=O.[F:15][C:16]1[CH:21]=[CH:20][C:19]([S:22](Cl)(=[O:24])=[O:23])=[CH:18][CH:17]=1.[CH3:26][S:27][C:28]1[CH:35]=[CH:34][CH:33]=[CH:32][C:29]=1[CH2:30][NH2:31]>>[F:15][C:16]1[CH:21]=[CH:20][C:19]([S:22]([NH:1][C:4]2[CH:13]=[CH:12][CH:11]=[C:10]3[C:5]=2[CH:6]=[CH:7][C:8]([NH:31][CH2:30][C:29]2[CH:32]=[CH:33][CH:34]=[CH:35][C:28]=2[S:27][CH3:26])=[N:9]3)(=[O:24])=[O:23])=[CH:18][CH:17]=1. Reported procedure: The title compound, MS: m/e=454.3 (M+H+), was prepared in accordance with the general method of example 61 from 5-nitro-2-chloroquinoline, 4-fluorobenzenesulfonylchloride and 2-(methylthio)benzylamine. Starting materials: C(C1=CC=CC=C1)OC(=O)NCCCOC=1C=C2C=C(NC2=CC1)CCC(=O)OC (methyl 3-{5-[3-(benzyloxycarbonylamino)propoxy]indolyl}propanoate). Reagents/catalysts: [Pd] (palladium(0)). Solvent: C(C)O (ethanol). Reaction conditions: time 3 hour. Yields the product NCCCOC=1C=C2C=C(NC2=CC1)CCC(=O)OC (Methyl 3-[5-(aminopropoxy)indolyl]propanoate), solid. Isolated yield 74.0%. RXN SMILES: C(OC([NH:11][CH2:12][CH2:13][CH2:14][O:15][C:16]1[CH:17]=[C:18]2[C:22](=[CH:23][CH:24]=1)[NH:21][C:20]([CH2:25][CH2:26][C:27]([O:29][CH3:30])=[O:28])=[CH:19]2)=O)C1C=CC=CC=1>C(O)C.[Pd]>[NH2:11][CH2:12][CH2:13][CH2:14][O:15][C:16]1[CH:17]=[C:18]2[C:22](=[CH:23][CH:24]=1)[NH:21][C:20]([CH2:25][CH2:26][C:27]([O:29][CH3:30])=[O:28])=[CH:19]2. Reported procedure: A mixture of methyl 3-{5-[3-(benzyloxycarbonylamino)propoxy]indolyl}propanoate (300 mg, 0.73 mmol), as prepared in the preceding step, 10% palladium(0) on carbon (50 mg) in ethanol (20 mL) was stirred at ambient temperature under hydrogen (balloon) for 3 h. The catalyst was removed by filtration through Celite. The filtrate was concentrated to give the title compound as an off white solid (150 mg, 74%). 1H-NMR (400 MHz, CDCl3/CD3OD) δ 7.25 (d, J=8.9 Hz, 1H), 7.13 (d, J=2.6 Hz, 1H), 7.08 (d, J=2.... The reactants are sulfonamide, N(C(=S)N)C1=NN=C(S1)CCC(=O)O (3-(5-Thioureido-[1,3,4]thiadiazol-2-yl)-propionic acid), O=C(CC1=CC=C(C=C1)S(=O)(=O)N)C (4-(2-oxo-propyl)-benzenesulfonamide), N (ammonia). Yields the product CC=1N=C(SC1C1=CC=C(C=C1)S(N)(=O)=O)NC1=NN=C(S1)CCC(=O)O (3-{5-[4-Methyl-5-(4-sulfamoyl-phenyl)-thiazol-2-ylamino]-[1,3,4]thiadiazol-2-yl}-propionic acid). RXN SMILES: [NH:1]([C:5]1[S:9][C:8]([CH2:10][CH2:11][C:12]([OH:14])=[O:13])=[N:7][N:6]=1)[C:2]([NH2:4])=[S:3].O=[C:16]([CH3:28])[CH2:17][C:18]1[CH:23]=[CH:22][C:21]([S:24]([NH2:27])(=[O:26])=[O:25])=[CH:20][CH:19]=1.N>>[CH3:28][C:16]1[N:4]=[C:2]([NH:1][C:5]2[S:9][C:8]([CH2:10][CH2:11][C:12]([OH:14])=[O:13])=[N:7][N:6]=2)[S:3][C:17]=1[C:18]1[CH:19]=[CH:20][C:21]([S:24](=[O:26])(=[O:25])[NH2:27])=[CH:22][CH:23]=1. Procedure: The titled compound is prepared from 3-(5-thioureido-[1,3,4]thiadiazol-2-yl)-propionic acid (56b) and from 4-(2-oxo-propyl)-benzenesulfonyl chloride (prepared as described in European patent specification EP 91749 A2) following procedures described for Example 1 using ammonia to prepare the sulfonamide. Reactants: CC1(CC(C2=CC=CC=C12)CO)C (1,1-dimethyl-3-hydroxymethylindane), [H][H] (hydrogen), luthenium-carbon, [H][H] (hydrogen). Run in C(C)O (ethanol). Reaction conditions: time 7 hour. Product: CC1(C2CCCCC2C(C1)CO)C (7,7-dimethyl-9-hydroxymethylbicyclo[4,3,0]nonane). Isolated yield 82.8%. Reaction SMILES: [CH3:1][C:2]1([CH3:13])[C:10]2[C:5](=[CH:6][CH:7]=[CH:8][CH:9]=2)[CH:4]([CH2:11][OH:12])[CH2:3]1.[H][H]>C(O)C>[CH3:1][C:2]1([CH3:13])[CH2:3][CH:4]([CH2:11][OH:12])[CH:5]2[CH:10]1[CH2:9][CH2:8][CH2:7][CH2:6]2. Procedure: 11.3 g (64 mmol) of 1,1-dimethyl-3-hydroxymethylindane (IX), 3 g of 5% luthenium-carbon (manufactured by Engerhard Industries Corp.), and 300 ml of ethanol was placed in a 100 ml autoclave. After internal air was displaced by hydrogen, the mixture was heated at an initial hydrogen pressure of 100 kg/cm2. The reaction temperature reached 140° C. 1 hour after the heating was started. The absorption of hydrogen terminated when the reaction was continued at this temperature for 7 hours. After coolin... Reactants: C1(=CC=CC=C1)S(=O)(=O)C(C1=NC(=NO1)CN)(F)C1CC2=C(NC=3C=CC(=CC23)Cl)C1 ((RS,SR)-C-{5-[benzenesulfonyl-(7-chloro-1,2,3,4-tetrahydro-cyclopenta[b]indol-2-yl)-fluoro-methyl]-[1,2,4]oxadiazol-3-yl}-methylamine), COC(C1=CC(=CC=C1)C=O)=O (methyl-3-formylbenzoate), COC(C1=CC=CC=C1)=O (benzoic acid methyl ester). Yields the product COC(C1=CC(=CC=C1)CNCC1=NOC(=N1)C(F)(C1CC2=C(NC=3C=CC(=CC23)Cl)C1)S(=O)(=O)C1=CC=CC=C1)=O ((RS,SR)-3-[({5-[benzenesulfonyl-(7-chloro-1,2,3,4-tetrahydro-cyclopenta[b]indol-2-yl)-fluoro-methyl]-[1,2,4]oxadiazol-3-ylmethyl}-amino)-methyl]-benzoic acid methyl ester). Reaction SMILES: [C:1]1([S:7]([C:10]([CH:19]2[CH2:31][C:22]3[NH:23][C:24]4[CH:25]=[CH:26][C:27]([Cl:30])=[CH:28][C:29]=4[C:21]=3[CH2:20]2)([F:18])[C:11]2[O:15][N:14]=[C:13]([CH2:16][NH2:17])[N:12]=2)(=[O:9])=[O:8])[CH:6]=[CH:5][CH:4]=[CH:3][CH:2]=1.[CH3:32][O:33][C:34](=[O:43])[C:35]1[CH:40]=[CH:39][CH:38]=[C:37]([CH:41]=O)[CH:36]=1.COC(=O)C1C=CC=CC=1>>[CH3:32][O:33][C:34](=[O:43])[C:35]1[CH:40]=[CH:39][CH:38]=[C:37]([CH2:41][NH:17][CH2:16][C:13]2[N:12]=[C:11]([C:10]([S:7]([C:1]3[CH:2]=[CH:3][CH:4]=[CH:5][CH:6]=3)(=[O:9])=[O:8])([CH:19]3[CH2:31][C:22]4[NH:23][C:24]5[CH:25]=[CH:26][C:27]([Cl:30])=[CH:28][C:29]=5[C:21]=4[CH2:20]3)[F:18])[O:15][N:14]=2)[CH:36]=1. Procedure: In analogy to example 129.3, from (RS,SR)-C-{5-[benzenesulfonyl-(7-chloro-1,2,3,4-tetrahydro-cyclopenta[b]indol-2-yl)-fluoro-methyl]-[1,2,4]oxadiazol-3-yl}-methylamine and methyl-3-formylbenzoate was prepared (RS,SR)-3-[{5-[benzenesulfonyl-(7-chloro-1,2,3,4-tetrahydro-cyclopenta[b]indol-2-yl)-fluoro-methyl]-[1,2,4]oxadiazol-3-ylmethyl}-amino)-methyl]-benzoic acid methyl ester as a light yellow powder, MS: 609 (MH+).